The task is: describe an organic reaction: reactants, conditions, products, and yield. This data is from the Open Reaction Database (ORD), a public repository of structured organic reaction records. Reported procedure: 2.21 g (6.04 mmol) of 2-chloro-3-bromo-4-(cis-4-phenylcyclohexylamino)pyridine in 30 ml of dimethylformamide are treated with 4.31 ml of 30% strength solution of sodium methoxide in methanol and the mixture is heated at 80° C. for 1 hour. After cooling, water is added, the mixture is adjusted to pH 8 using 1/2 conc. hydrochloric acid and the reaction product is extracted with ethyl acetate. For purification it is chromatographed. Yield: 1.72 g (79%); Rf =0.4 (diisopropyl ether) Run in CN(C=O)C (dimethylformamide), CO (methanol). As a reaction SMILES: Cl[C:2]1[C:7]([Br:8])=[C:6]([NH:9][C@H:10]2[CH2:15][CH2:14][C@@H:13]([C:16]3[CH:21]=[CH:20][CH:19]=[CH:18][CH:17]=3)[CH2:12][CH2:11]2)[CH:5]=[CH:4][N:3]=1.[CH3:22][O-:23].[Na+].O.Cl>CN(C)C=O.CO>[CH3:22][O:23][C:2]1[C:7]([Br:8])=[C:6]([NH:9][C@H:10]2[CH2:15][CH2:14][C@@H:13]([C:16]3[CH:21]=[CH:20][CH:19]=[CH:18][CH:17]=3)[CH2:12][CH2:11]2)[CH:5]=[CH:4][N:3]=1 |f:1.2|. The reactants are ClC1=NC=CC(=C1Br)N[C@@H]1CC[C@@H](CC1)C1=CC=CC=C1 (2-chloro-3-bromo-4-(cis-4-phenylcyclohexylamino)pyridine), C[O-].[Na+] (sodium methoxide), Cl (hydrochloric acid), O (water). Yields the product COC1=NC=CC(=C1Br)N[C@@H]1CC[C@@H](CC1)C1=CC=CC=C1 (2-Methoxy-3-bromo-4-(cis-4-phenylcyclohexylamino)pyridine). Run at temperature 80 celsius.